This data is from the Open Reaction Database (ORD), a public repository of structured organic reaction records. The task is: describe an organic reaction: reactants, conditions, products, and yield The reactants are OC(=O)C(F)(F)F.N1CC(C1)NC(CNC1=NN(C2=CC=C(C=C12)C(F)(F)F)CC)=O (N-azetidin-3-yl-2-(1-ethyl-5-trifluoromethyl-1H-indazol-3-ylamino)-acetamide TFA salt), OC1(CCC(CC1)=O)C1=CN=CS1 (4-hydroxy-4-thiazol-5-yl-cyclohexanone). Product: C(C)N1N=C(C2=CC(=CC=C12)C(F)(F)F)NCC(=O)NC1CN(C1)C1CCC(CC1)(C1=CN=CS1)O (2-(1-Ethyl-5-trifluoromethyl-1H-indazol-3-ylamino)-N-[1-(4-hydroxy-4-thiazol-5-yl-cyclohexyl)-azetidin-3-yl]-acetamide). RXN SMILES: OC(C(F)(F)F)=O.[NH:8]1[CH2:11][CH:10]([NH:12][C:13](=[O:31])[CH2:14][NH:15][C:16]2[C:24]3[C:19](=[CH:20][CH:21]=[C:22]([C:25]([F:28])([F:27])[F:26])[CH:23]=3)[N:18]([CH2:29][CH3:30])[N:17]=2)[CH2:9]1.[OH:32][C:33]1([C:40]2[S:44][CH:43]=[N:42][CH:41]=2)[CH2:38][CH2:37][C:36](=O)[CH2:35][CH2:34]1>>[CH2:29]([N:18]1[C:19]2[C:24](=[CH:23][C:22]([C:25]([F:27])([F:26])[F:28])=[CH:21][CH:20]=2)[C:16]([NH:15][CH2:14][C:13]([NH:12][CH:10]2[CH2:9][N:8]([CH:36]3[CH2:35][CH2:34][C:33]([OH:32])([C:40]4[S:44][CH:43]=[N:42][CH:41]=4)[CH2:38][CH2:37]3)[CH2:11]2)=[O:31])=[N:17]1)[CH3:30] |f:0.1|. Reported procedure: The title compound was prepared as a white solid from reaction of N-azetidin-3-yl-2-(1-ethyl-5-trifluoromethyl-1H-indazol-3-ylamino)-acetamide TFA salt (as prepared in the previous step) and 4-hydroxy-4-thiazol-5-yl-cyclohexanone using the procedure described in Step E of Example 1. Reactants: ClC1=NC2=CC=C(C=C2C=C1)C#N (2-chloroquinoline-6-carbonitrile), O=C1CN(CCN1)C(=O)OC(C)(C)C (tert-Butyl 3-oxopiperazine-1-carboxylate), CC1(C2=C(C(=CC=C2)P(C3=CC=CC=C3)C4=CC=CC=C4)OC5=C(C=CC=C51)P(C6=CC=CC=C6)C7=CC=CC=C7)C (Xantphos), C([O-])([O-])=O.[Cs+].[Cs+] (cesium carbonate). Reagents/catalysts: C=1C=CC(=CC1)/C=C/C(=O)/C=C/C2=CC=CC=C2.C=1C=CC(=CC1)/C=C/C(=O)/C=C/C2=CC=CC=C2.C=1C=CC(=CC1)/C=C/C(=O)/C=C/C2=CC=CC=C2.[Pd].[Pd] (Pd2 dba3). Run at temperature 100 celsius. The product is C(#N)C=1C=C2C=CC(=NC2=CC1)N1C(CN(CC1)C(=O)OC(C)(C)C)=O (tert-Butyl 4-(6-cyanoquinolin-2-yl)-3-oxopiperazine-1-carboxylate). Reaction SMILES: Cl[C:2]1[CH:11]=[CH:10][C:9]2[C:4](=[CH:5][CH:6]=[C:7]([C:12]#[N:13])[CH:8]=2)[N:3]=1.CC1(C)C2C(=C(P(C3C=CC=CC=3)C3C=CC=CC=3)C=CC=2)OC2C(P(C3C=CC=CC=3)C3C=CC=CC=3)=CC=CC1=2.C(=O)([O-])[O-].[Cs+].[Cs+].[O:62]=[C:63]1[NH:68][CH2:67][CH2:66][N:65]([C:69]([O:71][C:72]([CH3:75])([CH3:74])[CH3:73])=[O:70])[CH2:64]1>C1C=CC(/C=C/C(/C=C/C2C=CC=CC=2)=O)=CC=1.C1C=CC(/C=C/C(/C=C/C2C=CC=CC=2)=O)=CC=1.C1C=CC(/C=C/C(/C=C/C2C=CC=CC=2)=O)=CC=1.[Pd].[Pd]>[C:12]([C:7]1[CH:8]=[C:9]2[C:4](=[CH:5][CH:6]=1)[N:3]=[C:2]([N:68]1[CH2:67][CH2:66][N:65]([C:69]([O:71][C:72]([CH3:74])([CH3:73])[CH3:75])=[O:70])[CH2:64][C:63]1=[O:62])[CH:11]=[CH:10]2)#[N:13] |f:2.3.4,6.7.8.9.10|. Reported procedure: To a 25 mL flask was added a stir bar, 2-chloroquinoline-6-carbonitrile (0.015 g, 0.79 mmol), Pd2 dba3 (0.072 g, 0.08 mmol), Xantphos (0.09 g, 0.16 mmol), cesium carbonate (0.36 g, 1.13 mmol) and tert-Butyl 3-oxopiperazine-1-carboxylate (0.31 g, 1.6 mmol). The resulting mixture was degassed and purged with N2 (3×). To the flask was added 1,4-dioxane (10 mL). The reaction mixture was then refluxed at 100° C. overnight. Analysis of the reaction mixture by LC indicated that reaction had gone to com... The reactants are CCCCBr, CCOC(=O)C(CC1CCCCC1)C(=O)OCC, CC[O-], [Na+]. Product: CCCCC(CC1CCCCC1)(C(=O)OCC)C(=O)OCC. Reaction SMILES: [CH2:19]([CH2:20][CH2:21][CH3:22])[Br:23].[CH2:1]([CH3:2])[O:3][C:4]([CH:5]([C:6](=[O:7])[O:8][CH2:9][CH3:10])[CH2:11][CH:12]1[CH2:13][CH2:14][CH2:15][CH2:16][CH2:17]1)=[O:18].[CH3:25][CH2:26][O-:27].[Na+:24]>>[CH2:1]([CH3:2])[O:3][C:4]([C:5]([C:6](=[O:7])[O:8][CH2:9][CH3:10])([CH2:11][CH:12]1[CH2:13][CH2:14][CH2:15][CH2:16][CH2:17]1)[CH2:19][CH2:20][CH2:21][CH3:22])=[O:18]. The reactants are c1ccc2c(c1)Cc1ccccc1N1CCNCC21, CCO, OCC1CO1, O. Yields the product OCC(O)CN1CCN2c3ccccc3Cc3ccccc3C2C1. RXN SMILES: [CH2:7]1[NH:8][CH2:9][CH2:10][N:11]2[CH:12]1[c:13]1[c:14]([cH:22][cH:23][cH:24][cH:25]1)[CH2:15][c:16]1[c:17]2[cH:18][cH:19][cH:20][cH:21]1.[CH3:26][CH2:27][OH:28].[CH:1]1([CH2:2][OH:3])[CH2:4][O:5]1.[OH2:6]>>[CH:1]([CH2:2][OH:3])([CH2:4][N:8]1[CH2:7][CH:12]2[N:11]([CH2:10][CH2:9]1)[c:17]1[c:16]([cH:21][cH:20][cH:19][cH:18]1)[CH2:15][c:14]1[c:13]2[cH:25][cH:24][cH:23][cH:22]1)[OH:5].